Dataset: the Open Reaction Database (ORD), a public repository of structured organic reaction records. Task: describe an organic reaction: reactants, conditions, products, and yield The reactants are BrC=1C=C2N(N=CC(=C2N[C@@H]2[C@@](CCCC2)(C)O)C(=O)N)C1 (6-bromo-4-((1S,2S)-2-hydroxy-2-methylcyclohexylamino)pyrrolo[1,2-b]pyridazine-3-carboxamide), C1(=CC=CC=C1)B(O)O (phenylboronic acid), C1(CCCCC1)P(C1=C(C=CC=C1)C1=C(C=C(C=C1C(C)C)C(C)C)C(C)C)C1CCCCC1 (dicyclohexyl(2′,4′,6′-triisopropylbiphenyl-2-yl)phosphine), [O-]P(=O)([O-])[O-].[K+].[K+].[K+] (K3PO4). Reagents/catalysts: CC(=O)[O-].CC(=O)[O-].[Pd+2] (Pd(OAc)2). The solvent is CN(C)C=O (DMF). Reaction conditions: temperature 130 celsius. Yields the product O[C@@]1([C@H](CCCC1)NC=1C=2N(N=CC1C(=O)N)C=C(C2)C2=CC=CC=C2)C ((±)-4-(((1S,2S)-2-hydroxy-2-methylcyclohexyl)amino)-6-phenylpyrrolo[1,2-b]pyridazine-3-carboxamide). Isolated yield 57.2%. Reaction SMILES: Br[C:2]1[CH:3]=[C:4]2[C:9]([NH:10][C@H:11]3[CH2:16][CH2:15][CH2:14][CH2:13][C@@:12]3([OH:18])[CH3:17])=[C:8]([C:19]([NH2:21])=[O:20])[CH:7]=[N:6][N:5]2[CH:22]=1.[C:23]1(B(O)O)[CH:28]=[CH:27][CH:26]=[CH:25][CH:24]=1.C1(P(C2CCCCC2)C2C=CC=CC=2C2C(C(C)C)=CC(C(C)C)=CC=2C(C)C)CCCCC1.[O-]P([O-])([O-])=O.[K+].[K+].[K+]>CN(C=O)C.CC([O-])=O.CC([O-])=O.[Pd+2]>[OH:18][C@@:12]1([CH3:17])[CH2:13][CH2:14][CH2:15][CH2:16][C@@H:11]1[NH:10][C:9]1[C:4]2[N:5]([CH:22]=[C:2]([C:23]3[CH:28]=[CH:27][CH:26]=[CH:25][CH:24]=3)[CH:3]=2)[N:6]=[CH:7][C:8]=1[C:19]([NH2:21])=[O:20] |f:3.4.5.6,8.9.10|. Procedure: A mixture of 6-bromo-4-((1S,2S)-2-hydroxy-2-methylcyclohexylamino)pyrrolo[1,2-b]pyridazine-3-carboxamide (31 mg, 0.084 mmol), phenylboronic acid (21 mg, 0.17 mmol), Pd(OAc)2 (1.0 mg, 0.004 mmol), and dicyclohexyl(2′,4′,6′-triisopropylbiphenyl-2-yl)phosphine (X-Phos, 4 mg, 0.0084 mmol) in DMF (0.5 mL) were added 2M K3PO4 (0.13 mL, 0.25 mmol) and the solution degassed via N2 sparging. The mixture was sealed and heated at 130° C. for 30 min. The reaction was cooled and the product was isolated via ... Starting materials: ClCCl, CC(=O)Cl, CN(C)c1ccccc1, ClC(Cl)Cl, CCC(=O)N1CCC(=O)c2cc(N)ccc21. Product: CCC(=O)N1CCC(=O)c2cc(NC(C)=O)ccc21. As a reaction SMILES: [CH2:30]([Cl:31])[Cl:32].[CH3:1][C:2]([Cl:3])=[O:4].[CH3:21][N:22]([c:23]1[cH:24][cH:25][cH:26][cH:27][cH:28]1)[CH3:29].[CH:33]([Cl:34])([Cl:35])[Cl:36].[NH2:5][c:6]1[cH:7][c:8]2[c:13]([cH:14][cH:15]1)[N:12]([C:16]([CH2:17][CH3:18])=[O:19])[CH2:11][CH2:10][C:9]2=[O:20]>>[CH3:1][C:2](=[O:4])[NH:5][c:6]1[cH:7][c:8]2[c:13]([cH:14][cH:15]1)[N:12]([C:16]([CH2:17][CH3:18])=[O:19])[CH2:11][CH2:10][C:9]2=[O:20]. The reactants are ClC1=CC(=CC=C1)C(=O)OO (m-chloroperbenzoic acid), C1(=CC=CC=C1)SCCCCCCl (5-Phenylthiopentyl chloride), O (Water). Run in ClCCl (dichloromethane). Reaction conditions: time 6 hour. Yields the product C1(=CC=CC=C1)S(=O)CCCCCCl (5-phenylsulfinylpentyl chloride). As a reaction SMILES: [C:1]1([S:7][CH2:8][CH2:9][CH2:10][CH2:11][CH2:12][Cl:13])[CH:6]=[CH:5][CH:4]=[CH:3][CH:2]=1.ClC1C=CC=C(C(OO)=[O:22])C=1.O>ClCCl>[C:1]1([S:7]([CH2:8][CH2:9][CH2:10][CH2:11][CH2:12][Cl:13])=[O:22])[CH:6]=[CH:5][CH:4]=[CH:3][CH:2]=1. Procedure: 5-Phenylthiopentyl chloride (1.84 g) was dissolved in dichloromethane (50 ml), and one equivalent of m-chloroperbenzoic acid was added thereto, which was followed by stirring at room temperature for 6 hr. Water was added to the reaction mixture, and the mixture was extracted with ethyl acetate. The organic layer was washed with brine, dried and the solvent was evaporated under reduced pressure. The obtained residue was purified by silica gel column chromatography to give 1.20 g of 5-phenylsulfin... Starting materials: NCC1CCN(CC1)CC1=CC=C(C=C1)Cl (4-(Aminomethyl)-1-(4-chlorobenzyl)piperidine), CS(=O)(=O)OCCC(C1=CC=CC=C1)C1=CC=CC=C1 (3,3-diphenylpropyl methanesulfonate), [Na+].[I-] (NaI). Run in C(C)#N (acetonitrile). Yields the product ClC1=CC=C(CN2CCC(CC2)CNCCC(C2=CC=CC=C2)C2=CC=CC=C2)C=C1 (1-(4-chlorobenzyl)-4-[N-(3,3-diphenylpropyl)aminomethyl]piperidine). Yield: 54.0%. RXN SMILES: [NH2:1][CH2:2][CH:3]1[CH2:8][CH2:7][N:6]([CH2:9][C:10]2[CH:15]=[CH:14][C:13]([Cl:16])=[CH:12][CH:11]=2)[CH2:5][CH2:4]1.CS(O[CH2:22][CH2:23][CH:24]([C:31]1[CH:36]=[CH:35][CH:34]=[CH:33][CH:32]=1)[C:25]1[CH:30]=[CH:29][CH:28]=[CH:27][CH:26]=1)(=O)=O.[Na+].[I-]>C(#N)C>[Cl:16][C:13]1[CH:12]=[CH:11][C:10]([CH2:9][N:6]2[CH2:7][CH2:8][CH:3]([CH2:2][NH:1][CH2:22][CH2:23][CH:24]([C:25]3[CH:30]=[CH:29][CH:28]=[CH:27][CH:26]=3)[C:31]3[CH:36]=[CH:35][CH:34]=[CH:33][CH:32]=3)[CH2:4][CH2:5]2)=[CH:15][CH:14]=1 |f:2.3|. Procedure details: 4-(Aminomethyl)-1-(4-chlorobenzyl)piperidine (120 mg) was reacted with 3,3-diphenylpropyl methanesulfonate (1.0 equivalent) in the presence of NaI (2.6 equivalents) in acetonitrile at 70° C. for 16 hours. After treatment by a conventional method, the obtained crude product was purified by column chromatography (SiO2) to afford 1-(4-chlorobenzyl)-4-[N-(3,3-diphenylpropyl)aminomethyl]piperidine (118 mg, 54%). The purity was determined by RPLC/MS (98%). As a reaction SMILES: [Br:1][C:2]1[CH:11]=[CH:10][C:5]([C:6](OC)=[O:7])=[C:4]([CH2:12]Br)[CH:3]=1.[CH3:14][NH2:15].CO>>[Br:1][C:2]1[CH:3]=[C:4]2[C:5](=[CH:10][CH:11]=1)[C:6](=[O:7])[N:15]([CH3:14])[CH2:12]2 |f:1.2|. Reported procedure: A solution of methyl 4-bromo-2-(bromomethyl)benzoate (410 mmol) in MeNH2/MeOH (1500 mL) was heated to reflux and stirred for 18 h. The reaction mixture was concentrated and the residue was purified by chromatography on silica eluting with petroleum ether/ethyl acetate (6:1 to 3:1) to afford the sub-titled compound (48.5 g). The product is BrC=1C=C2CN(C(C2=CC1)=O)C (5-Bromo-2-methylisoindolin-1-one). Conditions: time 18 hour. Reactants: BrC1=CC(=C(C(=O)OC)C=C1)CBr (methyl 4-bromo-2-(bromomethyl)benzoate), CN.CO (MeNH2 MeOH). Starting materials: CC(C#N)(CC1=CC=CC=C1)C (2,2-dimethyl-3-phenylpropanenitrile), [OH-].[K+] (potassium hydroxide), C(CO)O (ethylene glycol). Run at temperature 196 celsius, time 48 hour. Yields the product CC(C(=O)O)(CC1=CC=CC=C1)C (2,2-dimethyl-3-phenylpropanoic acid). The yield is 76.0%. Reaction SMILES: [CH3:1][C:2]([CH3:12])([CH2:5][C:6]1[CH:11]=[CH:10][CH:9]=[CH:8][CH:7]=1)[C:3]#N.[OH-:13].[K+].C(O)C[OH:17]>>[CH3:1][C:2]([CH3:12])([CH2:5][C:6]1[CH:11]=[CH:10][CH:9]=[CH:8][CH:7]=1)[C:3]([OH:17])=[O:13] |f:1.2|. Reported procedure: A solution of 2,2-dimethyl-3-phenylpropanenitrile (1.0 g, 6.28 mmol) in ethylene glycol (5 mL) was treated with solid potassium hydroxide (1.06 g, 18.84 mmol). The reaction mixture was stirred for 48 h at 196° C. under a nitrogen atmosphere. Ethylene glycol was removed under vacuum distillation. 1 N Sodium hydroxide solution (25 mL) and ethyl acetate (15 mL) were added to the brown residue. The layers were separated, and the aqueous layer was extracted with ethyl acetate (375 mL). The combined o...